Dataset: the Open Reaction Database (ORD), a public repository of structured organic reaction records. Task: describe an organic reaction: reactants, conditions, products, and yield Starting materials: [Cl-].[Li+] (lithium chloride), C1(CC1)C=1OC=C(N1)C(=O)O (2-cyclopropyl-oxazole-4-carboxylic acid), C(C)(C)N(C(C)C)CC (N,N-diisopropylethylamine), NC=1C(=CC(=C(C(=O)NCCCN2C(CCC2)=O)C1)Cl)N1CCN(CC1)C1=C(C=CC=C1)C (5-amino-2-chloro-N-[3-(2-oxo-pyrrolidin-1-yl)-propyl]-4-(4-o-tolyl-piperazin-1-yl)-benzamide). Run in CN(C)C=O (DMF), CN(C)C=O (DMF). Reaction conditions: time 3 minute. Yields the product ClC1=CC(=C(C=C1C(NCCCN1C(CCC1)=O)=O)NC(=O)C=1N=C(OC1)C1CC1)N1CCN(CC1)C1=C(C=CC=C1)C (2-cyclopropyl-oxazole-4-carboxylic acid [4-chloro-5-[3-(2-oxo-pyrrolidin-1-yl)propylcarbamoyl]-2-(4-o-tolyl-piperazin-1-yl)-phenyl]-amide). Reaction SMILES: [CH:1]1([C:4]2[O:5][CH:6]=[C:7]([C:9]([OH:11])=O)[N:8]=2)[CH2:3][CH2:2]1.C(N(CC)C(C)C)(C)C.[NH2:21][C:22]1[C:23]([N:41]2[CH2:46][CH2:45][N:44]([C:47]3[CH:52]=[CH:51][CH:50]=[CH:49][C:48]=3[CH3:53])[CH2:43][CH2:42]2)=[CH:24][C:25]([Cl:40])=[C:26]([CH:39]=1)[C:27]([NH:29][CH2:30][CH2:31][CH2:32][N:33]1[CH2:37][CH2:36][CH2:35][C:34]1=[O:38])=[O:28].[Cl-].[Li+]>CN(C=O)C>[Cl:40][C:25]1[C:26]([C:27](=[O:28])[NH:29][CH2:30][CH2:31][CH2:32][N:33]2[CH2:37][CH2:36][CH2:35][C:34]2=[O:38])=[CH:39][C:22]([NH:21][C:9]([C:7]2[N:8]=[C:4]([CH:1]3[CH2:2][CH2:3]3)[O:5][CH:6]=2)=[O:11])=[C:23]([N:41]2[CH2:42][CH2:43][N:44]([C:47]3[CH:52]=[CH:51][CH:50]=[CH:49][C:48]=3[CH3:53])[CH2:45][CH2:46]2)[CH:24]=1 |f:3.4|. Procedure details: To a solution of 2-cyclopropyl-oxazole-4-carboxylic acid 1h (122.2 mg, 0.79 mmol) in DMF (5.0 mL) HATU (404.4 mg, 1.06 mmol) was added and stirred for 3 min. N,N-diisopropylethylamine (0.46 mL, 2.66 mmol) was added to this followed by 5-amino-2-chloro-N-[3-(2-oxo-pyrrolidin-1-yl)-propyl]-4-(4-o-tolyl-piperazin-1-yl)-benzamide 1g (250.0 mg, 0.53 mmol) in DMF (5.0 mL) and the reaction was stirred at 25° C. for 16 h. LCMS indicated the completion of reaction. Saturated solution of lithium chloride ... Reactants: CN1CCOCC1, ClCCl, CCOC(=O)C(=O)Cl, NCc1ccc(C(c2cc(F)ccc2F)S(=O)(=O)c2ccc(Cl)cc2)nc1, O. The product is CCOC(=O)C(=O)NCc1ccc(C(c2cc(F)ccc2F)S(=O)(=O)c2ccc(Cl)cc2)nc1. As a reaction SMILES: [CH3:31][N:32]1[CH2:33][CH2:34][O:35][CH2:36][CH2:37]1.[Cl:1][CH2:2][Cl:3].[Cl:38][C:39]([C:40](=[O:41])[O:42][CH2:43][CH3:44])=[O:45].[Cl:4][c:5]1[cH:6][cH:7][c:8]([S:11](=[O:12])(=[O:13])[CH:14]([c:15]2[cH:16][cH:17][c:18]([CH2:21][NH2:22])[cH:19][n:20]2)[c:23]2[c:24]([F:30])[cH:25][cH:26][c:27]([F:29])[cH:28]2)[cH:9][cH:10]1.[OH2:46]>>[Cl:4][c:5]1[cH:6][cH:7][c:8]([S:11](=[O:12])(=[O:13])[CH:14]([c:15]2[cH:16][cH:17][c:18]([CH2:21][NH:22][C:39]([C:40](=[O:41])[O:42][CH2:43][CH3:44])=[O:45])[cH:19][n:20]2)[c:23]2[c:24]([F:30])[cH:25][cH:26][c:27]([F:29])[cH:28]2)[cH:9][cH:10]1. Starting materials: BrCCCCOC=1C=CC2=C(SC(=C2C2=CC=C(C=C2)Br)C)C1 (6-(4-Bromo-butoxy)-3-(4-bromo-phenyl)-2-methyl-benzo[b]thiophene), N1CCCCC1 (piperidine). The product is BrC1=CC=C(C=C1)C=1C2=C(SC1C)C=C(C=C2)OCCCCN2CCCCC2 (1-{4-[3-(4-Bromo-phenyl)-2-methyl-benzo[b]thiophen-6-yloxy]-butyl}-piperidine). RXN SMILES: Br[CH2:2][CH2:3][CH2:4][CH2:5][O:6][C:7]1[CH:8]=[CH:9][C:10]2[C:14]([C:15]3[CH:20]=[CH:19][C:18]([Br:21])=[CH:17][CH:16]=3)=[C:13]([CH3:22])[S:12][C:11]=2[CH:23]=1.[NH:24]1[CH2:29][CH2:28][CH2:27][CH2:26][CH2:25]1>>[Br:21][C:18]1[CH:19]=[CH:20][C:15]([C:14]2[C:10]3[CH:9]=[CH:8][C:7]([O:6][CH2:5][CH2:4][CH2:3][CH2:2][N:24]4[CH2:29][CH2:28][CH2:27][CH2:26][CH2:25]4)=[CH:23][C:11]=3[S:12][C:13]=2[CH3:22])=[CH:16][CH:17]=1. Procedure details: According to the method in example 31, 6-(4-Bromo-butoxy)-3-(4-bromo-phenyl)-2-methyl-benzo[b]thiophene and piperidine were converted to yield 1-{4-[3-(4-Bromo-phenyl)-2-methyl-benzo[b]thiophen-6-yloxy]-butyl}-piperidine, MS: 458 (MH+, 1Br). Starting materials: ClC1=C(C(=C(C=C1)CN1C(C=2N(C3=CC=C(C=C3C2CC1)OC)C(=O)OC(C)(C)C)=O)F)OC1=CC(=CC(=C1)C#N)Cl (1,1-Dimethylethyl 2-({4-chloro-3-[(3-chloro-5-cyanophenyl)oxy]-2-fluorophenyl}methyl)-6-(methyloxy)-1-oxo-1,2,3,4-tetrahydro-9H-β-carboline-9-carboxylate), C(=O)(C(F)(F)F)O (TFA). Solvent: C(Cl)Cl (CH2Cl2). Reaction conditions: time 1 hour. Product: ClC=1C=C(C#N)C=C(C1)OC1=C(C(=CC=C1Cl)CN1C(C=2NC3=CC=C(C=C3C2CC1)OC)=O)F (3-chloro-5-[(6-chloro-2-fluoro-3-{[6-(methyloxy)-1-oxo-1,3,4,9-tetrahydro-2H-β-carbolin-2-yl]methyl}phenyl)oxy]benzonitrile). Isolated yield 78.4%. RXN SMILES: [Cl:1][C:2]1[CH:7]=[CH:6][C:5]([CH2:8][N:9]2[CH2:21][CH2:20][C:19]3[C:18]4[C:13](=[CH:14][CH:15]=[C:16]([O:22][CH3:23])[CH:17]=4)[N:12](C(OC(C)(C)C)=O)[C:11]=3[C:10]2=[O:31])=[C:4]([F:32])[C:3]=1[O:33][C:34]1[CH:39]=[C:38]([C:40]#[N:41])[CH:37]=[C:36]([Cl:42])[CH:35]=1.C(O)(C(F)(F)F)=O>C(Cl)Cl>[Cl:42][C:36]1[CH:37]=[C:38]([CH:39]=[C:34]([O:33][C:3]2[C:2]([Cl:1])=[CH:7][CH:6]=[C:5]([CH2:8][N:9]3[CH2:21][CH2:20][C:19]4[C:18]5[C:13](=[CH:14][CH:15]=[C:16]([O:22][CH3:23])[CH:17]=5)[NH:12][C:11]=4[C:10]3=[O:31])[C:4]=2[F:32])[CH:35]=1)[C:40]#[N:41]. Procedure details: 1,1-Dimethylethyl 2-({4-chloro-3-[(3-chloro-5-cyanophenyl)oxy]-2-fluorophenyl}methyl)-6-(methyloxy)-1-oxo-1,2,3,4-tetrahydro-9H-β-carboline-9-carboxylate (0.03 g, 0.05 mmol), was dissolved in CH2Cl2 (1.0 mL) and TFA (1.0 mL) was added dropwise. The reaction mixture was stirred 1 h and the solvent was evaporated. Purification was accomplished by Reverse-Phase HPLC (water/acetonitrile with 0.1% TFA). The desired fractions were neutralized with saturated NaHCO3 and extracted with EtOAc. The organic... Run in CO (methanol). Yields the product C(C)(C)(C)[C@H]1CC[C@H](CC1)NC1=NC=NC(=C1Cl)C(C)SC (4-(cis-4-tert-butylcyclohexylamino)-5-chloro-6-(1-methylthioethyl)pyrimidine). Reactants: C(C)(C)(C)[C@H]1CC[C@H](CC1)NC1=NC=NC(=C1Cl)C(C)Cl (4-(cis-4-tert-butylcyclohexylamino)-5-chloro-6-(1-chloroethyl)pyrimidine), C[S-].[Na+] (sodium methanethiolate). As a reaction SMILES: [C:1]([C@@H:5]1[CH2:10][CH2:9][C@H:8]([NH:11][C:12]2[C:17]([Cl:18])=[C:16]([CH:19](Cl)[CH3:20])[N:15]=[CH:14][N:13]=2)[CH2:7][CH2:6]1)([CH3:4])([CH3:3])[CH3:2].[CH3:22][S-:23].[Na+]>CO>[C:1]([C@@H:5]1[CH2:10][CH2:9][C@H:8]([NH:11][C:12]2[C:17]([Cl:18])=[C:16]([CH:19]([S:23][CH3:22])[CH3:20])[N:15]=[CH:14][N:13]=2)[CH2:7][CH2:6]1)([CH3:4])([CH3:3])[CH3:2] |f:1.2|. Procedure: 19.8 g (60 mmol) of 4-(cis-4-tert-butylcyclohexylamino)-5-chloro-6-(1-chloroethyl)pyrimidine and 4.2 g (60 mmol) of sodium methanethiolate were heated at reflux in 100 ml of methanol for 6 hours. The mixture was concentrated and the residue was taken up in water/toluene. The organic phase was dried and concentrated, to give 17.7 g (85% of theory) of a colorless resin which was subsequently reacted without further purification. Reactants: ClCCl, Cc1nc2n(n1)C(N1CCN(C)CC1)=Nc1ccccc1C2, O=C(OO)c1cccc(Cl)c1. The product is Cc1nc2n(n1)C(N1CC[N+](C)([O-])CC1)=Nc1ccccc1C2. RXN SMILES: [CH2:34]([Cl:35])[Cl:36].[CH3:1][c:2]1[n:3][c:4]2[n:5]([n:22]1)[C:6]([N:15]1[CH2:16][CH2:17][N:18]([CH3:21])[CH2:19][CH2:20]1)=[N:7][c:8]1[c:9]([cH:11][cH:12][cH:13][cH:14]1)[CH2:10]2.[Cl:23][c:24]1[cH:25][cH:26][cH:27][c:28]([C:29]([O:30][OH:32])=[O:31])[cH:33]1>>[CH3:1][c:2]1[n:3][c:4]2[n:5]([n:22]1)[C:6]([N:15]1[CH2:16][CH2:17][N+:18]([CH3:21])([O-:31])[CH2:19][CH2:20]1)=[N:7][c:8]1[c:9]([cH:11][cH:12][cH:13][cH:14]1)[CH2:10]2. Starting materials: FC(C(C(F)(F)F)(F)F)(F)I (perfluoropropyl iodide), N([C@@H](C(C)C)C(=O)N1[C@H](C(=O)N[C@@H](C(C)C)C(=O)OC)CCC1)C(=O)OC(C)(C)C (Boc-Val-Pro-Val-OCH3). The solvent is C(C)OCC (diethyl ether). Run at temperature -78 celsius, time 1 hour. Product: N([C@@H](C(C)C)C(=O)N1[C@H](C(=O)N[C@@H](C(C)C)C(=O)C(F)(F)C(F)(F)C(F)(F)F)CCC1)C(=O)OC(C)(C)C (Boc-Val-Pro-Val-CF2CF2CF3). RXN SMILES: [F:1][C:2](I)([F:10])[C:3]([F:9])([F:8])[C:4]([F:7])([F:6])[F:5].[NH:12]([C:35]([O:37][C:38]([CH3:41])([CH3:40])[CH3:39])=[O:36])[C@H:13]([C:17]([N:19]1[CH2:34][CH2:33][CH2:32][C@H:20]1[C:21]([NH:23][C@H:24]([C:28](OC)=[O:29])[CH:25]([CH3:27])[CH3:26])=[O:22])=[O:18])[CH:14]([CH3:16])[CH3:15]>C(OCC)C>[NH:12]([C:35]([O:37][C:38]([CH3:41])([CH3:39])[CH3:40])=[O:36])[C@H:13]([C:17]([N:19]1[CH2:34][CH2:33][CH2:32][C@H:20]1[C:21]([NH:23][C@H:24]([C:28]([C:2]([C:3]([C:4]([F:7])([F:6])[F:5])([F:9])[F:8])([F:10])[F:1])=[O:29])[CH:25]([CH3:27])[CH3:26])=[O:22])=[O:18])[CH:14]([CH3:16])[CH3:15]. Procedure details: Add perfluoropropyl iodide (6.6 mL, 48.0 mmol, from Aldrich, stabilized with Cu) dropwise, under N2, to a -78° C. solution of Boc-Val-Pro-Val-OCH3 ] (3.89, 9.0 mmol) in anhydrous diethyl ether (100 mL). Add methyllithium-lithium bromide complex (28.5 mL, 42.0 mmol) at a rate which maintains an internal reaction temperature below -70° C. Stir the reaction mixture at -78° C. for 1 hour, then remove the cold bath and continue stirring for 5 minutes. Pour the reaction mixture into H2O (100 mL) and a...